This data is from the Open Reaction Database (ORD), a public repository of structured organic reaction records. The task is: describe an organic reaction: reactants, conditions, products, and yield The reactants are [N+](=O)([O-])C1=CC=C(CCl)C=C1 (4-nitrobenzylchloride), N1CCCCC1 (piperidine), O (water). The solvent is C1CCOC1 (THF). Run at time 20 hour. Product: [N+](=O)([O-])C1=CC=C(CN2CCCCC2)C=C1 (1-(4-nitrobenzyl)piperidine). The yield is 99.9%. As a reaction SMILES: [N+:1]([C:4]1[CH:11]=[CH:10][C:7]([CH2:8]Cl)=[CH:6][CH:5]=1)([O-:3])=[O:2].[NH:12]1[CH2:17][CH2:16][CH2:15][CH2:14][CH2:13]1.O>C1COCC1>[N+:1]([C:4]1[CH:11]=[CH:10][C:7]([CH2:8][N:12]2[CH2:17][CH2:16][CH2:15][CH2:14][CH2:13]2)=[CH:6][CH:5]=1)([O-:3])=[O:2]. Procedure details: In THF (50 ml) was dissolved 4-nitrobenzylchloride (5.00 g), and piperidine (6.20 g) was added to the mixture. The reaction mixture was stirred at room temperature for 20 hours. To the mixture was added water (500 ml), and the mixture was extracted with ethyl acetate. The organic layer was washed with saturated sodium chloride solution, dried with anhydrous sodium sulfate and concentrated under reduced pressure. The residue was separated and purified with column chromatography (ethyl acetate/hex... Reactants: C1CCN(CC1)C(=O)/N=N/C(=O)N2CCCCC2 (1,1-(azodicarbonyl)dipiperidine), C(C)(C)(C)OC(=O)NCC=1C(=NC2=CC=C(C=C2C1C1=CC=C(C=C1)C)C=1SC=C(N1)C(=O)O)CC(C)C (2-[3-{[(tert-butoxycarbonyl)amino]methyl}-2-isobutyl-4-(4-methylphenyl)quinolin-6-yl]-1,3-thiazole-4-carboxylic acid), n-tributylphosphine, C(C)(C)O (isopropanol). Run in O1CCCC1 (tetrahydrofuran). Run at time 2 hour. Yields the product C(C)(C)(C)OC(=O)NCC=1C(=NC2=CC=C(C=C2C1C1=CC=C(C=C1)C)C=1SC=C(N1)C(=O)OC(C)C)CC(C)C (isopropyl 2-[3-{[(tert-butoxycarbonyl)amino]methyl}-2-isobutyl-4-(4-methylphenyl)quinolin-6-yl]-1,3-thiazole-4-carboxylate). Yield: 71.0%. Reaction SMILES: [C:1]([O:5][C:6]([NH:8][CH2:9][C:10]1[C:11]([CH2:35][CH:36]([CH3:38])[CH3:37])=[N:12][C:13]2[C:18]([C:19]=1[C:20]1[CH:25]=[CH:24][C:23]([CH3:26])=[CH:22][CH:21]=1)=[CH:17][C:16]([C:27]1[S:28][CH:29]=[C:30]([C:32]([OH:34])=[O:33])[N:31]=1)=[CH:15][CH:14]=2)=[O:7])([CH3:4])([CH3:3])[CH3:2].[CH:39](O)([CH3:41])[CH3:40].C1CCN(C(/N=N/C(N2CCCCC2)=O)=O)CC1>O1CCCC1>[C:1]([O:5][C:6]([NH:8][CH2:9][C:10]1[C:11]([CH2:35][CH:36]([CH3:38])[CH3:37])=[N:12][C:13]2[C:18]([C:19]=1[C:20]1[CH:25]=[CH:24][C:23]([CH3:26])=[CH:22][CH:21]=1)=[CH:17][C:16]([C:27]1[S:28][CH:29]=[C:30]([C:32]([O:34][CH:39]([CH3:41])[CH3:40])=[O:33])[N:31]=1)=[CH:15][CH:14]=2)=[O:7])([CH3:3])([CH3:2])[CH3:4]. Procedure details: To a mixture of 2-[3-{[(tert-butoxycarbonyl)amino]methyl}-2-isobutyl-4-(4-methylphenyl)quinolin-6-yl]-1,3-thiazole-4-carboxylic acid (0.26 g, 0.5 mmol), n-tributylphosphine (0.25 ml, 1.0 mmol), isopropanol (0.5 ml) and tetrahydrofuran (10 ml) was added 1,1-(azodicarbonyl)dipiperidine (0.25 g, 1.0 mmol), and the mixture was stirred at room temperature for 2 hrs. Precipitated crystals were removed and the solvent was evaporated. The residue was purified by silica gel column chromatography to give ... Starting materials: COC(=O)C1=C(C=CC=C1)S(=O)(=O)N=C=O (2-methoxycarbonylphenylsulfonylisocyanate), NC1=NC(=CC(=N1)OC)C=1SCCN1 (2-amino-4-methoxy-6-(4,5-dihydrothiazol-2-yl)-pyrimidine). Solvent: C(C)#N (acetonitrile). Conditions: temperature 0 celsius, time 3 hour. Yields the product COC(=O)C1=C(C=CC=C1)S(=O)(=O)NC(=O)NC1=NC(=CC(=N1)OC)CSC=1SCCN1 (N-(2-Methoxycarbonylphenyl-sulfonyl)-N'-[4-methoxy-6-(4,5-dihydrothiazol-2-yl-thiomethyl)-pyrimidin-2-yl]-urea). RXN SMILES: [NH2:1][C:2]1[N:7]=[C:6]([O:8][CH3:9])[CH:5]=[C:4]([C:10]2[S:11][CH2:12]CN=2)[N:3]=1.[CH3:15][O:16][C:17]([C:19]1[CH:24]=[CH:23][CH:22]=[CH:21][C:20]=1[S:25]([N:28]=[C:29]=[O:30])(=[O:27])=[O:26])=[O:18]>C(#N)C>[CH3:15][O:16][C:17]([C:19]1[CH:24]=[CH:23][CH:22]=[CH:21][C:20]=1[S:25]([NH:28][C:29]([NH:1][C:2]1[N:7]=[C:6]([O:8][CH3:9])[CH:5]=[C:4]([CH2:10][S:11][C:12]2[S:11][CH2:10][CH2:4][N:3]=2)[N:3]=1)=[O:30])(=[O:26])=[O:27])=[O:18]. Procedure: 7.0 g of 2-amino-4-methoxy-6-(4,5-dihydrothiazol-2-yl)-pyrimidine are suspended in 50 ml of abs. acetonitrile, and 6.6 g of 2-methoxycarbonylphenylsulfonylisocyanate are added. There is formed a clear solution with heating, and the product subsequently precipitates in crystalline form. After the reaction mixture has been stirred for 3 hours at 20°-25° C., it is cooled to 0° C. and the solid substance is separated. There is thus obtained N-(2-methoxycarbonylphenyl-sulfonyl)-N'-[4-methoxy-6-(4,5-d... Reactants: FC(C=1C=C(CN(C=2N=NNN2)CC=2C=C3C(=NC2N(CC2CC2)CC2CC2)N(C(=N3)C)C)C=C(C1)C(F)(F)F)(F)F ((6-{[(3,5-bis-trifluoromethyl-benzyl)-(2H-tetrazol-5-yl)-amino]-methyl}-2,3-dimethyl-3H-imidazo[4,5-b]pyridin-5-yl)-bis-cyclopropylmethyl-amine), [H-].[Na+] (sodium hydride), CI (methyl iodide), C(C)(=O)OCC (ethyl acetate). Solvent: CN(C)C=O (DMF). Reaction conditions: time 15 minute. The product is FC(C=1C=C(CN(C=2N=NN(N2)C)CC=2C=C3C(=NC2N(CC2CC2)CC2CC2)N(C(=N3)C)C)C=C(C1)C(F)(F)F)(F)F ((6-{[(3,5-bis-trifluoromethyl-benzyl)-(2-methyl-2H-tetrazol-5-yl)-amino]-methyl}-2,3-dimethyl-3H-imidazo[4,5-b]pyridin-5-yl)-bis-cyclopropylmethyl-amine). The yield is 4.4%. RXN SMILES: [F:1][C:2]([F:42])([F:41])[C:3]1[CH:4]=[C:5]([CH:34]=[C:35]([C:37]([F:40])([F:39])[F:38])[CH:36]=1)[CH2:6][N:7]([CH2:13][C:14]1[CH:15]=[C:16]2[N:31]=[C:30]([CH3:32])[N:29]([CH3:33])[C:17]2=[N:18][C:19]=1[N:20]([CH2:25][CH:26]1[CH2:28][CH2:27]1)[CH2:21][CH:22]1[CH2:24][CH2:23]1)[C:8]1[N:9]=[N:10][NH:11][N:12]=1.[H-].[Na+].CI.[C:47](OCC)(=O)C>CN(C=O)C>[F:42][C:2]([F:41])([F:1])[C:3]1[CH:4]=[C:5]([CH:34]=[C:35]([C:37]([F:38])([F:39])[F:40])[CH:36]=1)[CH2:6][N:7]([CH2:13][C:14]1[CH:15]=[C:16]2[N:31]=[C:30]([CH3:32])[N:29]([CH3:33])[C:17]2=[N:18][C:19]=1[N:20]([CH2:25][CH:26]1[CH2:28][CH2:27]1)[CH2:21][CH:22]1[CH2:24][CH2:23]1)[C:8]1[N:12]=[N:11][N:10]([CH3:47])[N:9]=1 |f:1.2|. Reported procedure: To a solution of (6-{[(3,5-bis-trifluoromethyl-benzyl)-(2H-tetrazol-5-yl)-amino]-methyl}-2,3-dimethyl-3H-imidazo[4,5-b]pyridin-5-yl)-bis-cyclopropylmethyl-amine (0.220 g, 3.7 mmol.) in DMF (8 mL) was added 60% sodium hydride (0.017 g, 0.741 mmol.) at 0° C. and the resulting reaction mixture was stirred at the same temperature for 15 min. and then methyl iodide (0.046 mL, 0.0741 mmol.) was added and continued to stir for 30 min. The crude product was extracted with ethyl acetate (250 mL), washed ... Starting materials: FC1=CC=C(C=C1)CC1=CC=C(C=C1)C1CCNCC1 (4-[4-(4-fluorophenyl)methylphenyl]piperidine), C1(=CC=CC=C1)NC(CBr)=O (N-phenyl-2-bromoacetamide). Product: C1(=CC=CC=C1)NC(CN1CCC(CC1)C1=CC=C(C=C1)CC1=CC=C(C=C1)F)=O (N-phenyl-4-[4-(4-fluorophenyl)methylphenyl]-1-piperidinacetamide). As a reaction SMILES: [F:1][C:2]1[CH:7]=[CH:6][C:5]([CH2:8][C:9]2[CH:14]=[CH:13][C:12]([CH:15]3[CH2:20][CH2:19][NH:18][CH2:17][CH2:16]3)=[CH:11][CH:10]=2)=[CH:4][CH:3]=1.[C:21]1([NH:27][C:28](=[O:31])[CH2:29]Br)[CH:26]=[CH:25][CH:24]=[CH:23][CH:22]=1>>[C:21]1([NH:27][C:28](=[O:31])[CH2:29][N:18]2[CH2:17][CH2:16][CH:15]([C:12]3[CH:13]=[CH:14][C:9]([CH2:8][C:5]4[CH:4]=[CH:3][C:2]([F:1])=[CH:7][CH:6]=4)=[CH:10][CH:11]=3)[CH2:20][CH2:19]2)[CH:26]=[CH:25][CH:24]=[CH:23][CH:22]=1. Procedure details: The compound (7) synthesized in Reference Example 7 and the compound (23) synthesized in Reference Example 23 were used to produce the above compound in the same way as Example 1.